Dataset: the Open Reaction Database (ORD), a public repository of structured organic reaction records. Task: describe an organic reaction: reactants, conditions, products, and yield Starting materials: C(C1=CC=CC=C1)OCC(=O)NCC(=O)C=1C(=NOC1C)C1=CC=CC=C1 (2-benzyloxy-N-[2-(5-methyl-3-phenyl-isoxazol-4-yl)-2-oxo-ethyl]-acetamide), C(C)(=O)[O-].[NH4+] (ammonium acetate). Solvent: C(C)(=O)O (acetic acid). The product is C(C1=CC=CC=C1)OCC=1NC=C(N1)C=1C(=NOC1C)C1=CC=CC=C1 (4-(2-Benzyloxymethyl-1H-imidazol-4-yl)-5-methyl-3-phenyl-isoxazole). Yield: 75.9%. Reaction SMILES: [CH2:1]([O:8][CH2:9][C:10]([NH:12][CH2:13][C:14]([C:16]1[C:17]([C:22]2[CH:27]=[CH:26][CH:25]=[CH:24][CH:23]=2)=[N:18][O:19][C:20]=1[CH3:21])=O)=O)[C:2]1[CH:7]=[CH:6][CH:5]=[CH:4][CH:3]=1.C([O-])(=O)C.[NH4+:32]>C(O)(=O)C>[CH2:1]([O:8][CH2:9][C:10]1[NH:12][CH:13]=[C:14]([C:16]2[C:17]([C:22]3[CH:27]=[CH:26][CH:25]=[CH:24][CH:23]=3)=[N:18][O:19][C:20]=2[CH3:21])[N:32]=1)[C:2]1[CH:7]=[CH:6][CH:5]=[CH:4][CH:3]=1 |f:1.2|. Reported procedure: To a refluxing solution of 2-benzyloxy-N-[2-(5-methyl-3-phenyl-isoxazol-4-yl)-2-oxo-ethyl]-acetamide (3.35 g, 9 mmol) in acetic acid (10 mL) was added ammonium acetate (14.2 g, 184 mmol) portionwise over 1.5 h. Then the mixture was heated for a subsequent 2 h under reflux and then allowed to cool down to room temperature overnight. The mixture was then poured onto water and extracted with ethyl acetate. The organic layer was then washed with water and brine, dried over sodium sulphate and evapor...